From a dataset of the Open Reaction Database (ORD), a public repository of structured organic reaction records. describe an organic reaction: reactants, conditions, products, and yield Starting materials: ClC1=C(C(CCl)=O)C=CC(=C1)Cl (2,4-dichlorophenacyl chloride), N1CCOCC1 (morpholine). Solvent: CN(C)C=O (DMF), CN(C)C=O (DMF). Yields the product ClC1=C(C=CC(=C1)Cl)C(CN1CCOCC1)=O (1-(2,4-dichlorophenyl)-2-morpholin-4-ylethan-1-one). Reaction SMILES: [Cl:1][C:2]1[CH:11]=[C:10]([Cl:12])[CH:9]=[CH:8][C:3]=1[C:4](=[O:7])[CH2:5]Cl.[NH:13]1[CH2:18][CH2:17][O:16][CH2:15][CH2:14]1>CN(C=O)C>[Cl:1][C:2]1[CH:11]=[C:10]([Cl:12])[CH:9]=[CH:8][C:3]=1[C:4](=[O:7])[CH2:5][N:13]1[CH2:18][CH2:17][O:16][CH2:15][CH2:14]1. Procedure details: 1 mmol of 2,4-dichlorophenacyl chloride in DMF was added drop wise to 10 mmol morpholine in DMF at room temperature for fourteen hours. The reaction mixture was concentrated in vacuo and diluted with water and ethyl acetate. The solution was extracted three times with ethyl acetate, dried over sodium sulfate, and purified by column chromatography eluting with 50% ethyl acetate and 50% hexane to obtain 1-(2,4-dichlorophenyl)-2-morpholin-4-ylethan-1-one. Starting materials: formula VI, CC12CCCCC2CCC1 (7a-methyl-octahydro-indene), C(C)O (ethanol). The reagents and catalysts are [Pd] (Palladium on carbon). Reaction conditions: time 12 hour. Yields the product [1R,3aR,4S,7aR]-7a-Methyl, C1CCC2C(CCCC12)O (octahydro-inden-4-ol). Yield: 100.0%. As a reaction SMILES: C[C:2]12[CH2:10][CH2:9][CH2:8][CH:7]1[CH2:6][CH2:5][CH2:4][CH2:3]2.C([OH:13])C>[Pd]>[CH2:8]1[CH:7]2[CH:2]([CH:3]([OH:13])[CH2:4][CH2:5][CH2:6]2)[CH2:10][CH2:9]1. Procedure: Typically, the compound of formula VI, (1R,3aR,4S,7aR)-4-Hydroxy-1-[(S)-3-[2-(carboxylic acid ethyl ester)-phenyl-1-methyl-propynyl]-7a-methyl-octahydro-indene (218 mg; 0.615 mmol) was dissolved in dry ethanol (12 ml). Palladium on carbon (10%; 55 mg) was added and the reaction was put under hydrogen at one atmosphere for 12 hours at room temperature. The catalyst was filtered off and the solvent was evaporated. The compound of formula VI of the above Example 1E, the [1R,3aR,4S,7aR]-7a-Methyl-1-... Starting materials: C(C)(C)(C)C=1N=C(SC1)C=1OC2=C(C1)C=C(C=C2)CN2N=C(C1=CC=CC=C21)C(=O)OCC2=CC=CC=C2 (benzyl 1-{[2-(4-tert-butylthiazol-2-yl)benzofuran-5-yl]methyl}-1H-indazole-3-carboxylate), C[O-].[Na+] (sodium methoxide), C(=O)N (formamide). The solvent is O1CCCC1 (tetrahydrofuran). Run at temperature 100 celsius, time 2 hour. The product is C(C)(C)(C)C=1N=C(SC1)C=1OC2=C(C1)C=C(C=C2)CN2N=C(C1=CC=CC=C21)C(=O)N (1-{[2-(4-tert-butylthiazol-2-yl)benzofuran-5-yl]methyl}-1H-indazole-3-carboxamide). As a reaction SMILES: [C:1]([C:5]1[N:6]=[C:7]([C:10]2[O:11][C:12]3[CH:18]=[CH:17][C:16]([CH2:19][N:20]4[C:28]5[C:23](=[CH:24][CH:25]=[CH:26][CH:27]=5)[C:22]([C:29](OCC5C=CC=CC=5)=[O:30])=[N:21]4)=[CH:15][C:13]=3[CH:14]=2)[S:8][CH:9]=1)([CH3:4])([CH3:3])[CH3:2].C[O-].[Na+].C([NH2:44])=O>O1CCCC1>[C:1]([C:5]1[N:6]=[C:7]([C:10]2[O:11][C:12]3[CH:18]=[CH:17][C:16]([CH2:19][N:20]4[C:28]5[C:23](=[CH:24][CH:25]=[CH:26][CH:27]=5)[C:22]([C:29]([NH2:44])=[O:30])=[N:21]4)=[CH:15][C:13]=3[CH:14]=2)[S:8][CH:9]=1)([CH3:2])([CH3:3])[CH3:4] |f:1.2|. Reported procedure: A mixture of benzyl 1-{[2-(4-tert-butylthiazol-2-yl)benzofuran-5-yl]methyl}-1H-indazole-3-carboxylate (0.35 g), sodium methoxide (0.1 g) and formamide (4 ml) in tetrahydrofuran (2 ml) was stirred at 100° C. for 2 hours. After being cooled to room temperature, the mixture was concentrated under reduced pressure. Water was added to the residue and the resulting precipitates were collected by filtration and washed with a mixture of n-hexane and diisopropyl ether to give 1-{[2-(4-tert-butylthiazol-2... The reactants are C(C)(C)(C)OC(=O)N[C@@H](CC1=CC=CC=C1)C(=O)NC1C2CC3CC(CC1C3)C2 (t-butoxycarbonyl-N-(2-adamantyl)-L-phenylalaninamide), Cl (hydrogen chloride). The solvent is C(C)(=O)O (acetic acid), O1CCOCC1 (dioxane). Yields the product Cl.C12C(C3CC(CC(C1)C3)C2)NC([C@@H](N)CC2=CC=CC=C2)=O (N-(2-adamantyl)-L-phenylalaninamide hydrochloride). Reaction SMILES: C(OC([NH:8][C@H:9]([C:17]([NH:19][CH:20]1[CH:27]2[CH2:28][CH:23]3[CH2:24][CH:25]([CH2:29][CH:21]1[CH2:22]3)[CH2:26]2)=[O:18])[CH2:10][C:11]1[CH:16]=[CH:15][CH:14]=[CH:13][CH:12]=1)=O)(C)(C)C.[ClH:30]>C(O)(=O)C.O1CCOCC1>[ClH:30].[CH:21]12[CH2:29][CH:25]3[CH2:24][CH:23]([CH2:28][CH:27]([CH2:26]3)[CH:20]1[NH:19][C:17](=[O:18])[C@H:9]([CH2:10][C:11]1[CH:12]=[CH:13][CH:14]=[CH:15][CH:16]=1)[NH2:8])[CH2:22]2 |f:4.5|. Procedure details: To a stirred solution of 100 g (0.25 mole) of the title product of Example 1 in 827 ml of acetic acid was added 413 ml (2.5 mole) of 6.07N hydrogen chloride in dioxane. After about thirty minutes the solution was concentrated in vacuo to a viscous oil. Trituration with diethyl ether afforded a solid which was collected by filtration, washed with diethyl ether, and air dried. Repetition of the trituration with diethyl ether afforded the title compound as an analytically pure solid. [α]D +47.5°; [... The reactants are CN, CCOc1c(Nc2ccc(C3CN(C)Cc4c(Cl)cc(Cl)cc43)c(C)c2)c(=O)c1=O. Yields the product CNc1c(Nc2ccc(C3CN(C)Cc4c(Cl)cc(Cl)cc43)c(C)c2)c(=O)c1=O. Reaction SMILES: [CH3:31][NH2:32].[Cl:1][c:2]1[cH:3][c:4]2[c:9]([c:10]([Cl:12])[cH:11]1)[CH2:8][N:7]([CH3:13])[CH2:6][CH:5]2[c:14]1[c:15]([CH3:30])[cH:16][c:17]([NH:20][c:21]2[c:22]([O:27][CH2:28][CH3:29])[c:23](=[O:26])[c:24]2=[O:25])[cH:18][cH:19]1>>[Cl:1][c:2]1[cH:3][c:4]2[c:9]([c:10]([Cl:12])[cH:11]1)[CH2:8][N:7]([CH3:13])[CH2:6][CH:5]2[c:14]1[c:15]([CH3:30])[cH:16][c:17]([NH:20][c:21]2[c:22]([NH:32][CH3:31])[c:23](=[O:26])[c:24]2=[O:25])[cH:18][cH:19]1.